From a dataset of the Open Reaction Database (ORD), a public repository of structured organic reaction records. describe an organic reaction: reactants, conditions, products, and yield Starting materials: O=C(OCc1ccccc1)c1c(F)ccc(N(Cc2ccccc2)Cc2ccccc2)c1F, Cc1ccncc1, C[Si](C)(C)[N-][Si](C)(C)C, [Cl-], [NH4+], [Na+], C1CCOC1. Yields the product O=C(Cc1ccncc1)c1c(F)ccc(N(Cc2ccccc2)Cc2ccccc2)c1F. RXN SMILES: [CH2:18]([c:20]1[cH:21][cH:22][cH:23][cH:24][cH:50]1)[O:25][C:26](=[O:19])[c:27]1[c:28]([F:49])[c:29]([N:34]([CH2:35][c:36]2[cH:37][cH:38][cH:39][cH:40][cH:41]2)[CH2:42][c:43]2[cH:44][cH:45][cH:46][cH:47][cH:48]2)[cH:30][cH:31][c:32]1[F:33].[CH3:1][c:2]1[cH:3][cH:4][n:5][cH:6][cH:7]1.[CH3:8][Si:9]([CH3:10])([CH3:11])[N-:12][Si:13]([CH3:14])([CH3:15])[CH3:16].[Cl-:51].[NH4+:52].[Na+:17].[O:53]1[CH2:54][CH2:55][CH2:56][CH2:57]1>>[CH2:1]([c:2]1[cH:3][cH:4][n:5][cH:6][cH:7]1)[C:26](=[O:25])[c:27]1[c:28]([F:49])[c:29]([N:34]([CH2:35][c:36]2[cH:37][cH:38][cH:39][cH:40][cH:41]2)[CH2:42][c:43]2[cH:44][cH:45][cH:46][cH:47][cH:48]2)[cH:30][cH:31][c:32]1[F:33]. The reactants are C(C)OC(=O)C=1N(N=NC1C1=CC=C(C=C1)Br)C (5-(4-Bromo-phenyl)-3-methyl-3H-[1,2,3]triazole-4-carboxylic acid ethyl ester), [OH-].[Li+] (lithium hydroxide). Run in C1CCOC1 (THF). Run at time 3 hour. The product is BrC1=CC=C(C=C1)C1=C(N(N=N1)C)C(=O)O (5-(4-bromo-phenyl)-3-methyl-3H-[1,2,3]triazole-4-carboxylic acid). Isolated yield 94.3%. As a reaction SMILES: C([O:3][C:4]([C:6]1[N:7]([CH3:18])[N:8]=[N:9][C:10]=1[C:11]1[CH:16]=[CH:15][C:14]([Br:17])=[CH:13][CH:12]=1)=[O:5])C.[OH-].[Li+]>C1COCC1>[Br:17][C:14]1[CH:15]=[CH:16][C:11]([C:10]2[N:9]=[N:8][N:7]([CH3:18])[C:6]=2[C:4]([OH:5])=[O:3])=[CH:12][CH:13]=1 |f:1.2|. Procedure: 5-(4-Bromo-phenyl)-3-methyl-3H-[1,2,3]triazole-4-carboxylic acid ethyl ester (1.2 g, 3.87 mmol) was dissolved in THF (15 mL) and lithium hydroxide solution (0.5 N, 10 mL) was added. The mixture was stirred at room temperature for 3 hrs. TLC indicated complete consumption of the starting material. The mixture was concentrated and the residue was dissolved in water (20 mL) and filtered. The filtrate was acidified with 2N hydrochloric acid (3 mL). The white solid was filtered and dried to give 5-(4... Reaction SMILES: [CH3:1][C:2]1([CH3:24])[c:3]2[cH:4][cH:5][c:6]([O:14][CH2:15][c:16]3[cH:17][cH:18][c:19]([C:22]#[N:23])[cH:20][cH:21]3)[cH:7][c:8]2[C:9]([CH3:12])([CH3:13])[CH2:10][CH2:11]1.[CH3:29][CH2:30][OH:31].[ClH:28].[Na+:26].[OH-:25].[OH2:27]>>[CH3:1][C:2]1([CH3:24])[c:3]2[cH:4][cH:5][c:6]([O:14][CH2:15][c:16]3[cH:17][cH:18][c:19]([C:22](=[O:25])[OH:27])[cH:20][cH:21]3)[cH:7][c:8]2[C:9]([CH3:12])([CH3:13])[CH2:10][CH2:11]1. The reactants are CC1(C)CCC(C)(C)c2cc(OCc3ccc(C#N)cc3)ccc21, CCO, Cl, [Na+], [OH-], O. Product: CC1(C)CCC(C)(C)c2cc(OCc3ccc(C(=O)O)cc3)ccc21. Starting materials: CCN, CC(C)=O, CC(C)Nc1nc(Cl)c(C#N)c(Cl)n1. Product: CCNc1nc(NC(C)C)nc(Cl)c1C#N. As a reaction SMILES: [CH3:15][CH2:16][NH2:17].[CH3:18][C:19](=[O:20])[CH3:21].[Cl:1][c:2]1[n:3][c:4]([NH:11][CH:12]([CH3:13])[CH3:14])[n:5][c:6]([Cl:10])[c:7]1[C:8]#[N:9]>>[c:2]1([NH:17][CH2:16][CH3:15])[n:3][c:4]([NH:11][CH:12]([CH3:13])[CH3:14])[n:5][c:6]([Cl:10])[c:7]1[C:8]#[N:9].